This data is from the Open Reaction Database (ORD), a public repository of structured organic reaction records. The task is: describe an organic reaction: reactants, conditions, products, and yield Reactants: COCCOC=1C=C2C=C(NC2=C(C1)N(S(=O)(=O)C1=NC=CC=C1)C)C(=O)O (5-(2-methoxyethoxy)-7-[methyl(pyridin-2-ylsulfonyl)amino]-1H-indole-2-carboxylic acid), Cl.COC([C@H](N)CSC(C1=CC=CC=C1)(C1=CC=CC=C1)C1=CC=CC=C1)=O (S-trityl-D-cysteine methyl ester hydrochloride), N1(N=NC2=C1C=CC=C2)O (1H-1,2,3-benzotriazol-1-ol), Cl.CN(CCCN=C=NCC)C (N-[3-(dimethylamino)propyl]-N′-ethylcarbodiimide hydrochloride). Run in CN(C=O)C (N,N-dimethylformamide), C(C)N(CC)CC (triethylamine). Conditions: time 64 hour. Yields the product COC([C@H](NC(=O)C=1NC2=C(C=C(C=C2C1)OCCOC)N(S(=O)(=O)C1=NC=CC=C1)C)CSC(C1=CC=CC=C1)(C1=CC=CC=C1)C1=CC=CC=C1)=O (N-({5-(2-methoxyethoxy)-7-[methyl(pyridin-2-ylsulfonyl)amino]-1H-indol-2-yl}carbonyl)-S-trityl-D-cysteine methyl ester). Isolated yield 70.7%. Reaction SMILES: [CH3:1][O:2][CH2:3][CH2:4][O:5][C:6]1[CH:7]=[C:8]2[C:12](=[C:13]([N:15]([CH3:25])[S:16]([C:19]3[CH:24]=[CH:23][CH:22]=[CH:21][N:20]=3)(=[O:18])=[O:17])[CH:14]=1)[NH:11][C:10]([C:26]([OH:28])=O)=[CH:9]2.Cl.[CH3:30][O:31][C:32](=[O:56])[C@@H:33]([CH2:35][S:36][C:37]([C:50]1[CH:55]=[CH:54][CH:53]=[CH:52][CH:51]=1)([C:44]1[CH:49]=[CH:48][CH:47]=[CH:46][CH:45]=1)[C:38]1[CH:43]=[CH:42][CH:41]=[CH:40][CH:39]=1)[NH2:34].N1(O)C2C=CC=CC=2N=N1.Cl.CN(C)CCCN=C=NCC>CN(C)C=O.C(N(CC)CC)C>[CH3:30][O:31][C:32](=[O:56])[C@@H:33]([CH2:35][S:36][C:37]([C:50]1[CH:55]=[CH:54][CH:53]=[CH:52][CH:51]=1)([C:38]1[CH:39]=[CH:40][CH:41]=[CH:42][CH:43]=1)[C:44]1[CH:49]=[CH:48][CH:47]=[CH:46][CH:45]=1)[NH:34][C:26]([C:10]1[NH:11][C:12]2[C:8]([CH:9]=1)=[CH:7][C:6]([O:5][CH2:4][CH2:3][O:2][CH3:1])=[CH:14][C:13]=2[N:15]([CH3:25])[S:16]([C:19]1[CH:24]=[CH:23][CH:22]=[CH:21][N:20]=1)(=[O:18])=[O:17])=[O:28] |f:1.2,4.5|. Reported procedure: A mixture of 5-(2-methoxyethoxy)-7-[methyl(pyridin-2-ylsulfonyl)amino]-1H-indole-2-carboxylic acid (0.45 g), S-trityl-D-cysteine methyl ester hydrochloride (0.46 g), 1H-1,2,3-benzotriazol-1-ol (0.26 g), N-[3-(dimethylamino)propyl]-N′-ethylcarbodiimide hydrochloride (0.32 g), triethylamine (0.19 mL) and N,N-dimethylformamide (5 mL) was stirred at room temperature for 64 hr. The reaction mixture was concentrated, water was added, and the mixture was extracted with ethyl acetate. The organic layer ...